Dataset: the Open Reaction Database (ORD), a public repository of structured organic reaction records. Task: describe an organic reaction: reactants, conditions, products, and yield The reactants are Cl, [K+], O=[N+]([O-])c1ccc(Cl)c([N+](=O)[O-])c1, N#CN, [Na+], [Na+], [Na], O=C([O-])[O-], [OH-], O. Yields the product NC(=O)Nc1ccc([N+](=O)[O-])cc1[N+](=O)[O-]. Reaction SMILES: [ClH:26].[K+:19].[N+:1](=[O:2])([O-:3])[c:4]1[c:5]([Cl:13])[cH:6][cH:7][c:8]([N+:10](=[O:11])[O-:12])[cH:9]1.[NH2:14][C:15]#[N:16].[Na+:20].[Na+:21].[Na:17].[O-:22][C:23](=[O:24])[O-:25].[OH-:18].[OH2:27]>>[N+:1](=[O:2])([O-:3])[c:4]1[c:5]([NH:16][C:15]([NH2:14])=[O:22])[cH:6][cH:7][c:8]([N+:10](=[O:11])[O-:12])[cH:9]1. The reactants are [BH4-].[Na+] (sodium borohydride), C(OC)(OC)OC (trimethyl orthoformate), N1C(=NC=C1)C=O (2-imidazole carboxaldehyde), NCC=1C=CC2=C(N(C(=N2)CCCCN(CCC)CCC)CCC)C1 ([4-(6-aminomethyl-1-propyl-1H-benzimidazol-2-yl)butyl]dipropylamine). Run in CO (methanol). Conditions: temperature 0 celsius, time 1 hour. Yields the product N1C(=NC=C1)CNCC=1C=CC2=C(N(C(=N2)CCCCN(CCC)CCC)CCC)C1 ([4-(6-{[(1H-imidazol-2-ylmethyl)amino]methyl}-1-propyl-1H-benzimidazol-2-yl)butyl]dipropylamine). Isolated yield 39.9%. As a reaction SMILES: [NH2:1][CH2:2][C:3]1[CH:4]=[CH:5][C:6]2[N:10]=[C:9]([CH2:11][CH2:12][CH2:13][CH2:14][N:15]([CH2:19][CH2:20][CH3:21])[CH2:16][CH2:17][CH3:18])[N:8]([CH2:22][CH2:23][CH3:24])[C:7]=2[CH:25]=1.C(OC)(OC)OC.[NH:33]1[CH:37]=[CH:36][N:35]=[C:34]1[CH:38]=O.[BH4-].[Na+]>CO>[NH:33]1[CH:37]=[CH:36][N:35]=[C:34]1[CH2:38][NH:1][CH2:2][C:3]1[CH:4]=[CH:5][C:6]2[N:10]=[C:9]([CH2:11][CH2:12][CH2:13][CH2:14][N:15]([CH2:16][CH2:17][CH3:18])[CH2:19][CH2:20][CH3:21])[N:8]([CH2:22][CH2:23][CH3:24])[C:7]=2[CH:25]=1 |f:3.4|. Procedure details: The compound (130 mg) obtained in Example 125-6 was dissolved in methanol (3.0 ml) and added with trimethyl orthoformate (0.130 ml) and 2-imidazole carboxaldehyde (37.3 mg), followed by stirring for 1 hour. Then, the solution was cooled to 0° C. The solution was added with sodium borohydride (21.5 mg) and stirred at room temperature for 3 hours. After completion of the reaction, the solvent was distilled off under reduced pressure and the residue was then dissolved in chloroform. The solution wa... Reactants: CCOc1cc(CO)ccc1-c1ccc(C(F)(F)F)cc1, ClCCl, O=[Mn]=O. Yields the product CCOc1cc(C=O)ccc1-c1ccc(C(F)(F)F)cc1. As a reaction SMILES: [CH2:1]([CH3:2])[O:3][c:4]1[c:5](-[c:12]2[cH:13][cH:14][c:15]([C:18]([F:19])([F:20])[F:21])[cH:16][cH:17]2)[cH:6][cH:7][c:8]([CH2:10][OH:11])[cH:9]1.[Cl:22][CH2:23][Cl:24].[O:25]=[Mn:26]=[O:27]>>[CH2:1]([CH3:2])[O:3][c:4]1[c:5](-[c:12]2[cH:13][cH:14][c:15]([C:18]([F:19])([F:20])[F:21])[cH:16][cH:17]2)[cH:6][cH:7][c:8]([CH:10]=[O:11])[cH:9]1. The reactants are Cl.NO (hydroxylamine hydrochloride), C([O-])([O-])=O.[K+].[K+] (potassium carbonate), N1=CC(=CC=C1)C1=NN=C(S1)C(C)=O (1-[5-(3-pyridyl)-1,3,4-thiadiazol-2-yl]ethanone). The solvent is CCO (EtOH). Run at time 3 hour. The product is N1=CC(=CC=C1)C1=NN=C(S1)C(C)=NO (1-[5-(3-pyridyl)-1,3,4-thiadiazol-2-yl]ethanone oxime). RXN SMILES: [N:1]1[CH:6]=[CH:5][CH:4]=[C:3]([C:7]2[S:11][C:10]([C:12](=O)[CH3:13])=[N:9][N:8]=2)[CH:2]=1.Cl.[NH2:16][OH:17].C(=O)([O-])[O-].[K+].[K+]>CCO>[N:1]1[CH:6]=[CH:5][CH:4]=[C:3]([C:7]2[S:11][C:10]([C:12](=[N:16][OH:17])[CH3:13])=[N:9][N:8]=2)[CH:2]=1 |f:1.2,3.4.5|. Reported procedure: A suspension of 1-[5-(3-pyridyl)-1,3,4-thiadiazol-2-yl]ethanone (1.0 g, 4.68 mmol, prepared according to WO 2010/006713) in 50 ml EtOH was treated with hydroxylamine hydrochloride (0.345 g, 4.91 mmol) and potassium carbonate (0.686 g, 4.91 mmol), and stirred at room temperature, monitored by LCMS and TLC. After 3 hours, the mixture was concentrated in vacuo to approximately 10 ml. Addition of saturated ammonium chloride gave a precipitate which was filtered, and washed successively with water, i... The reactants are C1OC=2C(=CC3=C(CC(NN=C3C3=CC=C(C=C3)[N+](=O)[O-])=O)C2)O1 (7,8-methylenedioxy-1-(4-nitrophenyl)-3,5-dihydro-2,3-benzodiazepin-4(4H)-one), O.NN (hydrazine hydrate), Cl (HCl). Reagents/catalysts: [Ni] (Ni). Solvent: C(C)O (ethanol). Reaction conditions: time 17 hour. Product: NC1=CC=C(C=C1)C1=NNC(CC2=C1C=C1C(=C2)OCO1)=O (1-(4-Aminophenyl)-7,8-methylenedioxy-3,5-dihydro-2,3-benzodiazepin-4(4H)-one). Yield: 72.5%. As a reaction SMILES: [CH2:1]1[O:24][C:4]2=[CH:5][C:6]3[C:12]([C:13]4[CH:18]=[CH:17][C:16]([N+:19]([O-])=O)=[CH:15][CH:14]=4)=[N:11][NH:10][C:9](=[O:22])[CH2:8][C:7]=3[CH:23]=[C:3]2[O:2]1.O.NN.Cl>C(O)C.[Ni]>[NH2:19][C:16]1[CH:17]=[CH:18][C:13]([C:12]2[C:6]3[CH:5]=[C:4]4[O:24][CH2:1][O:2][C:3]4=[CH:23][C:7]=3[CH2:8][C:9](=[O:22])[NH:10][N:11]=2)=[CH:14][CH:15]=1 |f:1.2|. Procedure details: To a suspension of 7,8-methylenedioxy-1-(4-nitrophenyl)-3,5-dihydro-2,3-benzodiazepin-4(4H)-one (167 mg, 0.51 mmol) in ethanol (8 mL) was added Raney Ni (430 mg), hydrazine hydrate (200 μL, 3.5 mmol) and 2N HCl (150 μL, 0.3 mmol). The mixture was stirred at room temperature for 17 h. The solid Ni was filtered out. The filtrate was concentrated in vacuo and the resulting residue was separated by chromatography (1:4 hexane/EtOAc) to afford the title compound as a yellow solid (110 mg, 0.37 mmol, 7...